The task is: describe an organic reaction: reactants, conditions, products, and yield. This data is from the Open Reaction Database (ORD), a public repository of structured organic reaction records. Starting materials: NC1=C(C(=O)OC)C=CC(=C1)C(=O)OC (dimethyl 2-aminoterephthalate), Cl.C(N)(=N)Cl (carbamimidic chloride-HCl), CS(=O)(=O)C (dimethyl sulfone). Solvent: O (water). Run at temperature 150 celsius, time 8 hour. Product: NC1=NC2=CC(=CC=C2C(N1)=O)C(=O)OC (methyl 2-amino-4-oxo-3,4-dihydroquinazoline-7-carboxylate). The yield is 95.0%. RXN SMILES: [NH2:1][C:2]1[CH:11]=[C:10]([C:12]([O:14][CH3:15])=[O:13])[CH:9]=[CH:8][C:3]=1[C:4](OC)=[O:5].Cl.[C:17](Cl)(=[NH:19])[NH2:18].CS(C)(=O)=O>O>[NH2:18][C:17]1[NH:19][C:4](=[O:5])[C:3]2[C:2](=[CH:11][C:10]([C:12]([O:14][CH3:15])=[O:13])=[CH:9][CH:8]=2)[N:1]=1 |f:1.2|. Reported procedure: Into a round bottom flask was added dimethyl 2-aminoterephthalate (1.0 g, 4.8 mmol) mixed with carbamimidic chloride-HCl (1.10 g, 9.6 mmol) and dimethyl sulfone (4.5 g, 47.8 mmol). The reaction mixture was heated to 150° C. and stirred overnight. The mixture was cooled to rt, water added and the solid was filtered. The solid was then washed with acetic acid to afford methyl 2-amino-4-oxo-3,4-dihydroquinazoline-7-carboxylate (1.0 g, 95%). LC-MS: (FA) ES+ 220. Starting materials: FC1=CC=C(C=C1)N1N=C(C=C1)C1=CC=C(OC2=CC=C(C=C2)O)C=C1 (4-{4-[1-(4-Fluoro-phenyl)-1H-pyrazol-3-yl]-phenoxy}-phenol), BrC1(C(NC(NC1=O)=O)=O)CCOC (5-bromo-5-(2-methoxy-ethyl)-pyrimidine-2,4,6-trione). Reaction SMILES: [F:1][C:2]1[CH:7]=[CH:6][C:5]([N:8]2[CH:12]=[CH:11][C:10]([C:13]3[CH:26]=[CH:25][C:16]([O:17][C:18]4[CH:23]=[CH:22][C:21]([OH:24])=[CH:20][CH:19]=4)=[CH:15][CH:14]=3)=[N:9]2)=[CH:4][CH:3]=1.Br[C:28]1([CH2:37][CH2:38][O:39][CH3:40])[C:33](=[O:34])[NH:32][C:31](=[O:35])[NH:30][C:29]1=[O:36]>>[CH3:40][O:39][CH2:38][CH2:37][C:28]1([O:24][C:21]2[CH:22]=[CH:23][C:18]([O:17][C:16]3[CH:25]=[CH:26][C:13]([C:10]4[CH:11]=[CH:12][N:8]([C:5]5[CH:4]=[CH:3][C:2]([F:1])=[CH:7][CH:6]=5)[N:9]=4)=[CH:14][CH:15]=3)=[CH:19][CH:20]=2)[C:29](=[O:36])[NH:30][C:31](=[O:35])[NH:32][C:33]1=[O:34]. Procedure: By the same procedure as Example 1, Part C, 4-{4-[1-(4-Fluoro-phenyl)-1H-pyrazol-3-yl]-phenoxy}-phenol and 5-bromo-5-(2-methoxy-ethyl)-pyrimidine-2,4,6-trione (from Preparation 3B) were converted to the title compound. MS m/z: ESI+531.2 (M+H)+. Yields the product COCCC1(C(NC(NC1=O)=O)=O)OC1=CC=C(C=C1)OC1=CC=C(C=C1)C1=NN(C=C1)C1=CC=C(C=C1)F (5-(2-Methoxy-ethyl)-5-{4-[4-(1-(4-fluorophenyl)-1H-pyrazol-3-yl)-phenoxy]-phenoxy}-pyrimidine-2,4,6-trione).